From a dataset of the Open Reaction Database (ORD), a public repository of structured organic reaction records. describe an organic reaction: reactants, conditions, products, and yield RXN SMILES: [CH2:1]([O:8][C:9]1[CH:10]=[C:11]([C@@H:17]2[O:35][C@H:18]2[C:19]2[CH:24]=[CH:23][C:22]([O:25][CH3:26])=[C:21]([O:27][CH2:28][C:29]3[CH:34]=[CH:33][CH:32]=[CH:31][CH:30]=3)[CH:20]=2)[CH:12]=[CH:13][C:14]=1[O:15][CH3:16])[C:2]1[CH:7]=[CH:6][CH:5]=[CH:4][CH:3]=1.[CH3:36][O:37][CH:38]([O:41][CH3:42])[CH2:39][NH2:40].ClCCl>C(O)C>[CH2:28]([O:27][C:21]1[CH:20]=[C:19]([C@H:18]([OH:35])[C@@H:17]([C:11]2[CH:12]=[CH:13][C:14]([O:15][CH3:16])=[C:9]([O:8][CH2:1][C:2]3[CH:3]=[CH:4][CH:5]=[CH:6][CH:7]=3)[CH:10]=2)[NH:40][CH2:39][CH:38]([O:41][CH3:42])[O:37][CH3:36])[CH:24]=[CH:23][C:22]=1[O:25][CH3:26])[C:29]1[CH:30]=[CH:31][CH:32]=[CH:33][CH:34]=1. Yields the product C(C1=CC=CC=C1)OC=1C=C(C=CC1OC)[C@@H]([C@H](NCC(OC)OC)C1=CC(=C(C=C1)OC)OCC1=CC=CC=C1)O ((1S,2R)-1,2-bis(3'-Benzyloxy-4'-methoxyphenyl)-2-[(2",2"-dimethoxyethyl)amino]-ethanol). The reactants are C(C1=CC=CC=C1)OC=1C=C(C=CC1OC)[C@H]1[C@H](C2=CC(=C(C=C2)OC)OCC2=CC=CC=C2)O1 (rel-(S,S)-3,3'-dibenzyloxy-4,4'-dimethoxystilbene oxide), COC(CN)OC (aminoacetaldehyde dimethyl acetal), ClCCl (dichloromethane). Solvent: C(C)O (ethanol). Procedure: Mixture: 187.2 g (0.4 mol) of rel-(S,S)-3,3'-dibenzyloxy-4,4'-dimethoxystilbene oxide, 210 g (2 mol) of aminoacetaldehyde dimethyl acetal, 5 l of dichloromethane, 3 l of ethanol. Starting materials: OC(C[C@@]1(CCN(C(O1)=O)[C@@H]1CN(CCC1)C(=O)OC(C)(C)C)C1=CC=CC=C1)(C)C ((S)-tert-butyl 3-((S)-6-(2-hydroxy-2-methylpropyl)-2-oxo-6-phenyl-1,3-oxazinan-3-yl)piperidine-1-carboxylate). Solvent: C(=O)(C(F)(F)F)O.C(Cl)Cl (TFA CH2Cl2). Conditions: time 30 minute. The product is OC(C[C@@]1(CCN(C(O1)=O)[C@@H]1CNCCC1)C1=CC=CC=C1)(C)C ((S)-6-(2-hydroxy-2-methylpropyl)-6-phenyl-3-((S)-piperidin-3-yl)-1,3-oxazinan-2-one). Reaction SMILES: [OH:1][C:2]([CH3:31])([CH3:30])[CH2:3][C@@:4]1([C:24]2[CH:29]=[CH:28][CH:27]=[CH:26][CH:25]=2)[O:9][C:8](=[O:10])[N:7]([C@H:11]2[CH2:16][CH2:15][CH2:14][N:13](C(OC(C)(C)C)=O)[CH2:12]2)[CH2:6][CH2:5]1>C(O)(C(F)(F)F)=O.C(Cl)Cl>[OH:1][C:2]([CH3:31])([CH3:30])[CH2:3][C@@:4]1([C:24]2[CH:25]=[CH:26][CH:27]=[CH:28][CH:29]=2)[O:9][C:8](=[O:10])[N:7]([C@H:11]2[CH2:16][CH2:15][CH2:14][NH:13][CH2:12]2)[CH2:6][CH2:5]1 |f:1.2|. Procedure: (S)-tert-butyl 3-((S)-6-(2-hydroxy-2-methylpropyl)-2-oxo-6-phenyl-1,3-oxazinan-3-yl)piperidine-1-carboxylate (25 mg, 0.058 mmol) was dissolved in 20% TFA/CH2Cl2 (8 mL) solution and stirred 30 min at rt. The mixture was concentrated, redissolved in CH2Cl2 (25 mL), washed with satd aq NaHCO3 solution (10 mL), brine (8 mL), dried over Na2SO4. After filtration and concentration, the crude (S)-6-(2-hydroxy-2-methylpropyl)-6-phenyl-3-((S)-piperidin-3-yl)-1,3-oxazinan-2-one as its TFA salt which was us... The reactants are COC(=O)C=1SC(=C(C1)C)C1=CC=C(C=C1)Cl (methyl-5-(4-chlorophenyl)-4-methylthiophene-2-carboxylate), BrBr (bromine). Reagents/catalysts: [Cl-].[Zn+2].[Cl-] (zinc chloride). Solvent: C(Cl)(Cl)Cl (chloroform). Conditions: temperature 62.5 celsius, time 1.5 hour. Yields the product COC(=O)C=1SC(=C(C1Br)C)C1=CC=C(C=C1)Cl (Methyl-3-bromo-5-(4-chlorophenyl)-4-methylthiophene-2-carboxylate). The yield is 42.5%. RXN SMILES: [CH3:1][O:2][C:3]([C:5]1[S:6][C:7]([C:11]2[CH:16]=[CH:15][C:14]([Cl:17])=[CH:13][CH:12]=2)=[C:8]([CH3:10])[CH:9]=1)=[O:4].[Br:18]Br>C(Cl)(Cl)Cl.[Cl-].[Zn+2].[Cl-]>[CH3:1][O:2][C:3]([C:5]1[S:6][C:7]([C:11]2[CH:12]=[CH:13][C:14]([Cl:17])=[CH:15][CH:16]=2)=[C:8]([CH3:10])[C:9]=1[Br:18])=[O:4] |f:3.4.5|. Procedure: To a stirred solution of methyl-5-(4-chlorophenyl)-4-methylthiophene-2-carboxylate (prepared according to the procedure reported in WO 2007092751, 4.0 g, 15.0 mmol) in chloroform (50 ml) at 25° C. was added zinc chloride (2.06 g, 15.0 mmol) followed by the addition of bromine (2.64 g, 0.85 ml, 16.5 mmol) in a dropwise manner under a nitrogen atmosphere. The resulting mixture was stirred at 60-65° C. for 1.5 hr. The progress of the reaction was monitored by TLC. The reaction mixture was cooled to... Reactants: C1(CC1)N(C(C1=CC=C(C=C1)C1=CN=CO1)=O)C1CCNCC1 (N-cyclopropyl-4-oxazol-5-yl-N-piperidin-4-yl-benzamide), FC1=NC=C(C=C1)C (2-fluoro-5-methyl-pyridine). Product: C1(CC1)N(C(C1=CC=C(C=C1)C1=CN=CO1)=O)C1CCN(CC1)C1=NC=C(C=C1)C (N-Cyclopropyl-N-[1-(5-methyl-pyridin-2-yl)-piperidin-4-yl]-4-oxazol-5-yl-benzamide). RXN SMILES: [CH:1]1([N:4]([CH:18]2[CH2:23][CH2:22][NH:21][CH2:20][CH2:19]2)[C:5](=[O:17])[C:6]2[CH:11]=[CH:10][C:9]([C:12]3[O:16][CH:15]=[N:14][CH:13]=3)=[CH:8][CH:7]=2)[CH2:3][CH2:2]1.F[C:25]1[CH:30]=[CH:29][C:28]([CH3:31])=[CH:27][N:26]=1>>[CH:1]1([N:4]([CH:18]2[CH2:23][CH2:22][N:21]([C:25]3[CH:30]=[CH:29][C:28]([CH3:31])=[CH:27][N:26]=3)[CH2:20][CH2:19]2)[C:5](=[O:17])[C:6]2[CH:7]=[CH:8][C:9]([C:12]3[O:16][CH:15]=[N:14][CH:13]=3)=[CH:10][CH:11]=2)[CH2:3][CH2:2]1. Reported procedure: The title compound is prepared from N-cyclopropyl-4-oxazol-5-yl-N-piperidin-4-yl-benzamide and 2-fluoro-5-methyl-pyridine following a procedure analogous to that described in Example 19. LC (method 5): tR=1.49 min; Mass spectrum (ESI+): m/z=403 [M+H]+. Starting materials: CC(=O)C(CCO[Si](C)(C)C(C)(C)C)O[Si](C)(C)C(C)(C)C, [Li]CCCC, C1CCOC1, CCC(CC)(c1csc(C)n1)P(=O)([O-])[O-]. Product: CC(=Cc1csc(C)n1)C(CCO[Si](C)(C)C(C)(C)C)O[Si](C)(C)C(C)(C)C. RXN SMILES: [C:21]([CH3:22])([CH3:23])([CH3:24])[Si:25]([O:26][CH:27]([C:28](=[O:29])[CH3:30])[CH2:31][CH2:32][O:33][Si:34]([CH3:35])([CH3:36])[C:37]([CH3:38])([CH3:39])[CH3:40])([CH3:41])[CH3:42].[CH2:1]([Li:2])[CH2:3][CH2:4][CH3:5].[CH2:43]1[O:44][CH2:45][CH2:46][CH2:47]1.[CH2:6]([C:8]([P:7]([O-:9])(=[O:10])[O-:11])([c:13]1[n:14][c:15]([CH3:18])[s:16][cH:17]1)[CH2:19][CH3:20])[CH3:12]>>[CH:8]([c:13]1[n:14][c:15]([CH3:18])[s:16][cH:17]1)=[C:19]([CH3:20])[CH:27]([O:26][Si:25]([C:21]([CH3:22])([CH3:23])[CH3:24])([CH3:41])[CH3:42])[CH2:31][CH2:32][O:33][Si:34]([CH3:35])([CH3:36])[C:37]([CH3:38])([CH3:39])[CH3:40].